Dataset: the Open Reaction Database (ORD), a public repository of structured organic reaction records. Task: describe an organic reaction: reactants, conditions, products, and yield The reactants are CC#N, CC(C)(C)[Si](C)(C)OCCCCC1C=CCC1, F. Product: OCCCCC1C=CCC1. RXN SMILES: [CH3:19][C:20]#[N:21].[CH:1]1([CH2:6][CH2:7][CH2:8][CH2:9][O:10][Si:11]([C:12]([CH3:13])([CH3:14])[CH3:15])([CH3:16])[CH3:17])[CH:2]=[CH:3][CH2:4][CH2:5]1.[FH:18]>>[CH:1]1([CH2:6][CH2:7][CH2:8][CH2:9][OH:10])[CH:2]=[CH:3][CH2:4][CH2:5]1.